This data is from the Open Reaction Database (ORD), a public repository of structured organic reaction records. The task is: describe an organic reaction: reactants, conditions, products, and yield Reactants: CC(C)C[Al+]CC(C)C, CCOC(C)=O, Cc1ccccc1, [H-], O, N#CC1(c2ccccc2)CCC1. The product is O=CC1(c2ccccc2)CCC1. As a reaction SMILES: [CH2:14]([Al+:15][CH2:16][CH:17]([CH3:18])[CH3:19])[CH:20]([CH3:21])[CH3:22].[CH3:23][CH2:24][O:25][C:26](=[O:27])[CH3:28].[CH3:30][c:31]1[cH:32][cH:33][cH:34][cH:35][cH:36]1.[H-:13].[OH2:29].[c:1]1([C:7]2([C:11]#[N:12])[CH2:8][CH2:9][CH2:10]2)[cH:2][cH:3][cH:4][cH:5][cH:6]1>>[c:1]1([C:7]2([CH:11]=[O:25])[CH2:8][CH2:9][CH2:10]2)[cH:2][cH:3][cH:4][cH:5][cH:6]1.